This data is from the Open Reaction Database (ORD), a public repository of structured organic reaction records. The task is: describe an organic reaction: reactants, conditions, products, and yield The reactants are C(C)(C)(C)OC(N[C@@H](C)C1=NC=C(C=C1)Br)=O ((S)-tert-Butyl-1-(5-bromopyridin-2-yl)ethylcarbamate), C1(CC1)[Mg]Br (cyclopropylmagnesium bromide), [Cl-].[NH4+] (ammonium chloride). Reagents/catalysts: C=1C=CC(=CC1)[P](C=2C=CC=CC2)(C=3C=CC=CC3)[Pd]([P](C=4C=CC=CC4)(C=5C=CC=CC5)C=6C=CC=CC6)([P](C=7C=CC=CC7)(C=8C=CC=CC8)C=9C=CC=CC9)[P](C=1C=CC=CC1)(C=1C=CC=CC1)C=1C=CC=CC1 (Pd(PPh3)4), [Zn+2].[Br-].[Br-] (ZnBr2). Run in C1CCOC1 (THF), C1CCOC1 (THF). Conditions: temperature -78 celsius, time 30 minute. Yields the product C(C)(C)(C)OC(N[C@@H](C)C1=NC=C(C=C1)C1CC1)=O ((S)-tert-Butyl-1-(5-cyclopropylpyridin-2-yl)ethylcarbamate). The yield is 78.1%. As a reaction SMILES: [CH:1]1([Mg]Br)[CH2:3][CH2:2]1.[C:6]([O:10][C:11](=[O:22])[NH:12][C@H:13]([C:15]1[CH:20]=[CH:19][C:18](Br)=[CH:17][N:16]=1)[CH3:14])([CH3:9])([CH3:8])[CH3:7].[Cl-].[NH4+]>C1COCC1.[Zn+2].[Br-].[Br-].C1C=CC([P]([Pd]([P](C2C=CC=CC=2)(C2C=CC=CC=2)C2C=CC=CC=2)([P](C2C=CC=CC=2)(C2C=CC=CC=2)C2C=CC=CC=2)[P](C2C=CC=CC=2)(C2C=CC=CC=2)C2C=CC=CC=2)(C2C=CC=CC=2)C2C=CC=CC=2)=CC=1>[C:6]([O:10][C:11](=[O:22])[NH:12][C@H:13]([C:15]1[CH:20]=[CH:19][C:18]([CH:1]2[CH2:3][CH2:2]2)=[CH:17][N:16]=1)[CH3:14])([CH3:9])([CH3:8])[CH3:7] |f:2.3,5.6.7,^1:36,38,57,76|. Procedure: To a stirred solution of ZnBr2 (7.85 g, 34.9 mmol) in THF (40 ml) was added cyclopropylmagnesium bromide (54.8 ml, 27.4 mmol) in THF dropwise at −78° C. After stirring at −78° C. for 30 minutes, the resulting solution was warmed to 0° C. and stirred at 0° C. for 30 minutes. (S)-tert-Butyl-1-(5-bromopyridin-2-yl)ethylcarbamate (Method 27; 3.00 g, 9.96 mmol) and Pd(PPh3)4 (0.576 g, 0.498 mmol) were added successively. The resulting mixture was stirred at 60° C. for 3 hours. After cooled to room te... The reactants are O=C(C=Cc1ccccc1)Nc1cccc(Br)c1, O=C(Cl)C=Cc1ccccc1, Nc1cccc(F)c1F, Cc1cccc(C)n1. Product: O=C(C=Cc1ccccc1)Nc1cccc(F)c1F. RXN SMILES: [Br:29][c:30]1[cH:31][c:32]([NH:33][C:34](=[O:35])[CH:36]=[CH:37][c:38]2[cH:39][cH:40][cH:41][cH:42][cH:43]2)[cH:44][cH:45][cH:46]1.[C:10]([CH:11]=[CH:12][c:13]1[cH:14][cH:15][cH:16][cH:17][cH:18]1)(=[O:19])[Cl:20].[F:1][c:2]1[c:3]([NH2:4])[cH:5][cH:6][cH:7][c:8]1[F:9].[n:21]1[c:22]([CH3:23])[cH:24][cH:25][cH:26][c:27]1[CH3:28]>>[F:1][c:2]1[c:3]([NH:4][C:10]([CH:11]=[CH:12][c:13]2[cH:14][cH:15][cH:16][cH:17][cH:18]2)=[O:19])[cH:5][cH:6][cH:7][c:8]1[F:9].